The task is: describe an organic reaction: reactants, conditions, products, and yield. This data is from the Open Reaction Database (ORD), a public repository of structured organic reaction records. The reactants are Cc1nc(N)no1, [Cl-], O=C(O)C(c1ccccc1)c1ccccc1. Product: Cc1nc(NC(=O)C(c2ccccc2)c2ccccc2)no1. Reaction SMILES: [CH3:1][c:2]1[n:3][c:4]([NH2:7])[n:5][o:6]1.[Cl-:8].[c:9]1([CH:15]([C:16](=[O:17])[OH:18])[c:19]2[cH:20][cH:21][cH:22][cH:23][cH:24]2)[cH:10][cH:11][cH:12][cH:13][cH:14]1>>[CH3:1][c:2]1[n:3][c:4]([NH:7][C:16]([CH:15]([c:9]2[cH:10][cH:11][cH:12][cH:13][cH:14]2)[c:19]2[cH:20][cH:21][cH:22][cH:23][cH:24]2)=[O:17])[n:5][o:6]1. The reactants are BrC=1C=CC2=C(C(C3=C(OC2)C=CC=C3)=O)C1 (9-bromo-6,11-dihydro-11-oxodibenz[b,e]oxepin), C(Cl)(Cl)Cl (chloroform), [C-]#N.[Na+] (sodium cyanide), cuprous cyanide, CN(C=O)C (dimethylformamide). The solvent is O (water). Yields the product O=C1C2=C(OCC3=C1C=C(C=C3)C#N)C=CC=C2 (6,11-Dihydro-11-oxodibenz[b,e]oxepin-9-carbonitrile). Reaction SMILES: Br[C:2]1[CH:3]=[CH:4][C:5]2[CH2:11][O:10][C:9]3[CH:12]=[CH:13][CH:14]=[CH:15][C:8]=3[C:7](=[O:16])[C:6]=2[CH:17]=1.[CH3:18][N:19](C)C=O.C(Cl)(Cl)Cl.[C-]#N.[Na+]>O>[O:16]=[C:7]1[C:6]2[CH:17]=[C:2]([C:18]#[N:19])[CH:3]=[CH:4][C:5]=2[CH2:11][O:10][C:9]2[CH:12]=[CH:13][CH:14]=[CH:15][C:8]1=2 |f:3.4|. Procedure details: Reflux a mixture of 9.13 gm. (0.0316 mole) of 9-bromo-6,11-dihydro-11-oxodibenz[b,e]oxepin, 6.03 gm. (0.0673 mole) of cuprous cyanide and 32 ml. of dimethylformamide for 4 hours with vigorous stirring. Cool the reaction mixture and shake with a mixture of 45 ml. of chloroform, 32 ml. of saturated sodium cyanide solution and 32 ml. of water until all solids have dissolved. Separate the organic layer and wash with aqueous sodium cyanide solution and water. Dry over anhydrous magnesium dulfate. Rem... Reaction SMILES: [CH3:34][CH:35]([C:36](=[O:37])[Cl:38])[CH3:39].[CH3:41][N:42]([CH3:43])[c:44]1[cH:45][cH:46][n:47][cH:48][cH:49]1.[NH2:1][c:2]1[s:3][c:4]2[n:5][c:6]([O:11][c:12]3[cH:13][cH:14][c:15]([F:33])[c:16]([NH:18][C:19]([c:20]4[c:21]([Cl:31])[c:22]([C:26]5([C:29]#[N:30])[CH2:27][CH2:28]5)[cH:23][cH:24][cH:25]4)=[O:32])[cH:17]3)[cH:7][cH:8][c:9]2[n:10]1.[OH2:40].[cH:50]1[cH:51][cH:52][n:53][cH:54][cH:55]1>>[NH:1]([c:2]1[s:3][c:4]2[n:5][c:6]([O:11][c:12]3[cH:13][cH:14][c:15]([F:33])[c:16]([NH:18][C:19]([c:20]4[c:21]([Cl:31])[c:22]([C:26]5([C:29]#[N:30])[CH2:27][CH2:28]5)[cH:23][cH:24][cH:25]4)=[O:32])[cH:17]3)[cH:7][cH:8][c:9]2[n:10]1)[C:36]([CH:35]([CH3:34])[CH3:39])=[O:37]. Product: CC(C)C(=O)Nc1nc2ccc(Oc3ccc(F)c(NC(=O)c4cccc(C5(C#N)CC5)c4Cl)c3)nc2s1. Starting materials: CC(C)C(=O)Cl, CN(C)c1ccncc1, N#CC1(c2cccc(C(=O)Nc3cc(Oc4ccc5nc(N)sc5n4)ccc3F)c2Cl)CC1, O, c1ccncc1. The reactants are O (water), COC1=CC=C(C=C1)C1=CC2=C(S1)C=C(C=C2)OC (2-(4'-methoxyphenyl)-6-methoxybenzo[b]thiophene), COC1=CC=C(C(=O)Cl)C=C1 (4-methoxybenzoyl chloride), [Al+3].[Cl-].[Cl-].[Cl-] (AlCl3). The solvent is C(Cl)Cl (CH2Cl2), CCOC(=O)C (EtOAc), C(Cl)Cl (CH2Cl2). Run at time 1.3 hour. Product: COC1=CC=C(C(=O)C=2C3=C(SC2C2=CC=C(C=C2)OC)C=C(C=C3)OC)C=C1 (3-(4'-methoxybenzoyl)-2-(4'-methoxyphenyl)-6-methoxybenzo[b]-thiophene). Isolated yield 77.9%. Reaction SMILES: [CH3:1][O:2][C:3]1[CH:8]=[CH:7][C:6]([C:9]2[S:13][C:12]3[CH:14]=[C:15]([O:18][CH3:19])[CH:16]=[CH:17][C:11]=3[CH:10]=2)=[CH:5][CH:4]=1.[CH3:20][O:21][C:22]1[CH:30]=[CH:29][C:25]([C:26](Cl)=[O:27])=[CH:24][CH:23]=1.[Al+3].[Cl-].[Cl-].[Cl-].O>C(Cl)Cl.CCOC(C)=O>[CH3:20][O:21][C:22]1[CH:30]=[CH:29][C:25]([C:26]([C:10]2[C:11]3[CH:17]=[CH:16][C:15]([O:18][CH3:19])=[CH:14][C:12]=3[S:13][C:9]=2[C:6]2[CH:7]=[CH:8][C:3]([O:2][CH3:1])=[CH:4][CH:5]=2)=[O:27])=[CH:24][CH:23]=1 |f:2.3.4.5|. Procedure: To a well stirred solution of 2-(4'-methoxyphenyl)-6-methoxybenzo[b]thiophene (0.305 g, 1.13 mmol) and 4-methoxybenzoyl chloride (0.378 g, 2.22 mmol) in CH2Cl2 (45 ml) was added AlCl3 (0.550 g, 4.12 mmol) portion-wise over a 15 minute period. After 1.3 hours, water was added, and the product was isolated initially by extraction with CH2Cl2 and subsequently by extraction with EtOAc. The organic layers were separately washed with brine and then combined and dried over MgSO4. Purification by flash ... Reactants: FC(COC=1C=C(C=CC1)C(C)=O)(F)F (1-(3-(2,2,2-trifluoroethoxy)phenyl)ethanone), CC(C)(C)[S@@](=O)N ((R)-2-methylpropane-2-sulfinamide), Amine-1. Yields the product CC(C)(C)[S@@](=O)NC(C)C1=CC(=CC=C1)OCC(F)(F)F ((R)-2-methyl-N-(1-(3-(2,2,2-trifluoroethoxy)phenyl)ethyl)propane-2-sulfinamide). Yield: 72.0%. As a reaction SMILES: [F:1][C:2]([F:15])([F:14])[CH2:3][O:4][C:5]1[CH:6]=[C:7]([C:11](=O)[CH3:12])[CH:8]=[CH:9][CH:10]=1.[CH3:16][C:17]([S@:20]([NH2:22])=[O:21])([CH3:19])[CH3:18]>>[CH3:16][C:17]([S@:20]([NH:22][CH:11]([C:7]1[CH:8]=[CH:9][CH:10]=[C:5]([O:4][CH2:3][C:2]([F:15])([F:14])[F:1])[CH:6]=1)[CH3:12])=[O:21])([CH3:19])[CH3:18]. Reported procedure: The title compound is prepared in 72% yield (0.71 g, colorless oil) from 1-(3-(2,2,2-trifluoroethoxy)phenyl)ethanone (0.67 g, 3.08 mmol, Step-1) and (R)-2-methylpropane-2-sulfinamide by the similar manner in Step-4 of Amine-1. The reactants are ClC1=NC=CC(=N1)C1=CC(=CC=C1)CN1C(CCCC1)C (2-Chloro-4-[3-(2-methyl-piperidin-1-ylmethyl)-phenyl]-pyrimidine), NCCC1=CC(=C(C=C1)O)Cl (4-(2-amino-ethyl)-2-chloro-phenol), 438. Yields the product ClC1=C(C=CC(=C1)CCNC1=NC=CC(=N1)C1=CC(=CC=C1)CN1[C@H](CCCC1)C)O (2-Chloro-4-(2-{4-[3-(2(S)-methyl-piperidin-1-ylmethyl)-phenyl]-pyrimidin-2-ylamino}-ethyl)-phenol). RXN SMILES: Cl[C:2]1[N:7]=[C:6]([C:8]2[CH:13]=[CH:12][CH:11]=[C:10]([CH2:14][N:15]3[CH2:20][CH2:19][CH2:18][CH2:17][CH:16]3[CH3:21])[CH:9]=2)[CH:5]=[CH:4][N:3]=1.[NH2:22][CH2:23][CH2:24][C:25]1[CH:30]=[CH:29][C:28]([OH:31])=[C:27]([Cl:32])[CH:26]=1>>[Cl:32][C:27]1[CH:26]=[C:25]([CH2:24][CH2:23][NH:22][C:2]2[N:7]=[C:6]([C:8]3[CH:13]=[CH:12][CH:11]=[C:10]([CH2:14][N:15]4[CH2:20][CH2:19][CH2:18][CH2:17][C@@H:16]4[CH3:21])[CH:9]=3)[CH:5]=[CH:4][N:3]=2)[CH:30]=[CH:29][C:28]=1[OH:31]. Procedure details: Intermediate 108 was coupled with 4-(2-amino-ethyl)-2-chloro-phenol following procedure F. The resulting product was deprotected following procedure G2. LC-MS showed the product had the expected M+H+ of 438. 1H NMR (Varian 300 MHz, CD3OD, shifts relative to the solvent peak at 3.3 ppm) δ 8.29 (d, 1H), 8.24 (s, 1H), 8.00 (d, 1H), 7.61 (d, 1H), 7.44 (t, 1H), 7.15 (s, 1H), 7.08 (d, 1H), 6.93 (d, 1H), 6.84 (d, 1H), 5.37 (t, 1H), 4.36 (d, 1H), 3.75 (d, 1H), 3.66 (m, 2H), 2.93 (m, 2H), 2.80 (t, 2H), 2... Starting materials: O=C(O)CC1Cc2cc(Cl)c3[nH]ncc3c2CN(Cc2ccncc2)C1=O, CC(C)(C)CN1Cc2c(cc(Cl)c3[nH]ncc23)CC(CC(=O)N2CCC(N3Cc4ccccc4NC3=O)CC2)C1=O, Cl, Cl, Cl, O=C1Nc2c(F)cccc2CN1C1CCNCC1. The product is O=C(CC1Cc2cc(Cl)c3[nH]ncc3c2CN(Cc2ccncc2)C1=O)N1CCC(N2Cc3cccc(F)c3NC2=O)CC1. RXN SMILES: [Cl:3][c:4]1[cH:5][c:6]2[c:7]([c:8]3[cH:9][n:10][nH:11][c:12]13)[CH2:13][N:14]([CH2:23][c:24]1[cH:25][cH:26][n:27][cH:28][cH:29]1)[C:15](=[O:22])[CH:16]([CH2:18][C:19](=[O:20])[OH:21])[CH2:17]2.[Cl:49][c:50]1[c:51]2[nH:52][n:53][cH:54][c:55]2[c:56]2[c:88]([cH:89]1)[CH2:87][CH:66]([CH2:67][C:68](=[O:69])[N:70]1[CH2:71][CH2:72][CH:73]([N:74]3[CH2:75][c:76]4[c:77]([cH:78][cH:79][cH:80][cH:81]4)[NH:82][C:83]3=[O:84])[CH2:85][CH2:86]1)[C:64](=[O:65])[N:58]([CH2:59][C:60]([CH3:61])([CH3:62])[CH3:63])[CH2:57]2.[ClH:1].[ClH:2].[ClH:30].[F:31][c:32]1[cH:33][cH:34][cH:35][c:36]2[c:41]1[NH:40][C:39](=[O:42])[N:38]([CH:43]1[CH2:44][CH2:45][NH:46][CH2:47][CH2:48]1)[CH2:37]2>>[Cl:3][c:4]1[cH:5][c:6]2[c:7]([c:8]3[cH:9][n:10][nH:11][c:12]13)[CH2:13][N:14]([CH2:23][c:24]1[cH:25][cH:26][n:27][cH:28][cH:29]1)[C:15](=[O:22])[CH:16]([CH2:18][C:19](=[O:20])[N:46]1[CH2:45][CH2:44][CH:43]([N:38]3[CH2:37][c:36]4[cH:35][cH:34][cH:33][c:32]([F:31])[c:41]4[NH:40][C:39]3=[O:42])[CH2:48][CH2:47]1)[CH2:17]2. Starting materials: C(#N)C1=CC=C(C=C1)C1=CC2=CN(N=C2C(=C1)COCC1(CCN(CC1)C(=O)OC(C)(C)C)C1=CC=CC=C1)COCC[Si](C)(C)C (tert-Butyl 4-(((5-(4-cyanophenyl)-2-((2-(trimethylsilyl)ethoxy)methyl)-2H-indazol-7-yl)methoxy)methyl)-4-phenylpiperidine-1-carboxylate). The solvent is FC(C(=O)O)(F)F (trifluoroacetic acid). Run at time 2 hour. Product: C1(=CC=CC=C1)C1(CCNCC1)COCC=1C=C(C=C2C=NNC12)C1=CC=C(C#N)C=C1 (4-(7-(((4-Phenylpiperidin-4-yl)methoxy)methyl)-1H-indazol-5-yl)benzonitrile). As a reaction SMILES: [C:1]([C:3]1[CH:8]=[CH:7][C:6]([C:9]2[CH:17]=[C:16]([CH2:18][O:19][CH2:20][C:21]3([C:34]4[CH:39]=[CH:38][CH:37]=[CH:36][CH:35]=4)[CH2:26][CH2:25][N:24](C(OC(C)(C)C)=O)[CH2:23][CH2:22]3)[C:15]3[C:11](=[CH:12][N:13](COCC[Si](C)(C)C)[N:14]=3)[CH:10]=2)=[CH:5][CH:4]=1)#[N:2]>FC(F)(F)C(O)=O>[C:34]1([C:21]2([CH2:20][O:19][CH2:18][C:16]3[CH:17]=[C:9]([C:6]4[CH:5]=[CH:4][C:3]([C:1]#[N:2])=[CH:8][CH:7]=4)[CH:10]=[C:11]4[C:15]=3[NH:14][N:13]=[CH:12]4)[CH2:26][CH2:25][NH:24][CH2:23][CH2:22]2)[CH:35]=[CH:36][CH:37]=[CH:38][CH:39]=1. Procedure details: tert-Butyl 4-(((5-(4-cyanophenyl)-2-((2-(trimethylsilyl)ethoxy)methyl)-2H-indazol-7-yl)methoxy)methyl)-4-phenylpiperidine-1-carboxylate (391 mg, 0.60 mmol) was dissolved in trifluoroacetic acid (50% in dichloromethane, 10 mL) and stirred at room temperature for 2 h. The reaction was concentrated and loaded onto a strong cation exchange cartridge in methanol. The cartridge was washed with several volumes of methanol which were discarded. The product was eluted with 2 M ammonia in methanol and con... Starting materials: ice water, FC1=CC=C(C=C1)S (p-fluorothiophenol), cuprous chloride, IC1=C(C(=O)O)C=CC(=C1)F (2-iodo-4-fluorobenzoic acid), C([O-])([O-])=O.[K+].[K+] (potassium carbonate). Solvent: N1=CC=CC=C1 (pyridine), N1=CC=CC=C1 (pyridine). Yields the product FC1=CC(=C(C(=O)O)C=C1)SC1=CC=C(C=C1)F (4-fluoro-2-(4-fluorophenylthio)benzoic acid). RXN SMILES: [F:1][C:2]1[CH:7]=[CH:6][C:5]([SH:8])=[CH:4][CH:3]=1.I[C:10]1[CH:18]=[C:17]([F:19])[CH:16]=[CH:15][C:11]=1[C:12]([OH:14])=[O:13].C(=O)([O-])[O-].[K+].[K+]>N1C=CC=CC=1>[F:19][C:17]1[CH:18]=[CH:10][C:11]([C:12]([OH:14])=[O:13])=[C:15]([S:8][C:5]2[CH:6]=[CH:7][C:2]([F:1])=[CH:3][CH:4]=2)[CH:16]=1 |f:2.3.4|. Reported procedure: To a solution of 3.28 g. (0.0256 mol) of p-fluorothiophenol and 6.8 g. (0.0256 mol) of 2-iodo-4-fluorobenzoic acid in 40 ml. of pyridine is added 3.54 g. (0.0256 mol) of potassium carbonate at room temperature with stirring. Additional pyridine is added to dissolve the precipitate and then 1.54 g. of cuprous chloride is added. The mixture is refluxed overnight, cooled, poured into ice-water, stirred and filtered. The aqueous solution is acidified, filtered and the solid dissolved in 5% sodium bi...